This data is from the Open Reaction Database (ORD), a public repository of structured organic reaction records. The task is: describe an organic reaction: reactants, conditions, products, and yield The reactants are O[C@H](C)[C@@H]1[C@H]2[C@H](C(=C(N2C1=O)C(=O)OCC1=CC=C(C=C1)[N+](=O)[O-])S[C@H]1C[C@H](N(C1)C(=O)OCC1=CC=C(C=C1)[N+](=O)[O-])CN1C=2N(CCC1)N=CC2)C (4-nitrobenzyl (4R,5S,6S)-6-[(1R)-1-hydroxyethyl]-4-methyl-3-[(2S,4S)-1-(4-nitrobenzyloxycarbonyl) -2-{4,5,6,7-tetrahydropyrazolo[1,5-a]pyrimidin-4yl}methylpyrrolidin-4-yl]thio-7-oxo-1-azabicyclo[3.2.0]-hept-2-ene-2-carboxylate), CI (methyl iodide). The solvent is CC(=O)C (acetone), O1CCCC1 (tetrahydrofuran). Conditions: time 8 hour. Yields the product [I-].O[C@H](C)[C@@H]1[C@H]2[C@H](C(=C(N2C1=O)C(=O)OCC1=CC=C(C=C1)[N+](=O)[O-])S[C@H]1C[C@H](N(C1)C(=O)OCC1=CC=C(C=C1)[N+](=O)[O-])C[NH+]1C=2N(CCC1)N(CC2)C)C (4-nitrobenzyl (4R,5S,6S)-6-[(1R)-1-hydroxyethyl]-4-methyl-3-[(2S,4S)-1-(4-nitro benzyloxycarbonyl)-2-{1-methyl-4,5,6,7-tetrahydro-4-pyrazolo [1,5-a]primidinio}methylpyrrolidin-4yl]thio-7-oxo-1-azabicyclo[3.2.0]hept-2-ene-2-carboxylate iodide). As a reaction SMILES: [OH:1][C@@H:2]([C@H:4]1[C:10](=[O:11])[N:9]2[C@@H:5]1[C@@H:6]([CH3:54])[C:7]([S:25][C@@H:26]1[CH2:30][N:29]([C:31]([O:33][CH2:34][C:35]3[CH:40]=[CH:39][C:38]([N+:41]([O-:43])=[O:42])=[CH:37][CH:36]=3)=[O:32])[C@H:28]([CH2:44][N:45]3[CH2:50][CH2:49][CH2:48][N:47]4[N:51]=[CH:52][CH:53]=[C:46]34)[CH2:27]1)=[C:8]2[C:12]([O:14][CH2:15][C:16]1[CH:21]=[CH:20][C:19]([N+:22]([O-:24])=[O:23])=[CH:18][CH:17]=1)=[O:13])[CH3:3].[CH3:55][I:56]>CC(C)=O.O1CCCC1>[I-:56].[OH:1][C@@H:2]([C@H:4]1[C:10](=[O:11])[N:9]2[C@@H:5]1[C@@H:6]([CH3:54])[C:7]([S:25][C@@H:26]1[CH2:30][N:29]([C:31]([O:33][CH2:34][C:35]3[CH:40]=[CH:39][C:38]([N+:41]([O-:43])=[O:42])=[CH:37][CH:36]=3)=[O:32])[C@H:28]([CH2:44][NH+:45]3[CH2:50][CH2:49][CH2:48][N:47]4[N:51]([CH3:55])[CH2:52][CH:53]=[C:46]34)[CH2:27]1)=[C:8]2[C:12]([O:14][CH2:15][C:16]1[CH:21]=[CH:20][C:19]([N+:22]([O-:24])=[O:23])=[CH:18][CH:17]=1)=[O:13])[CH3:3] |f:4.5|. Procedure: To a solution of 4-nitrobenzyl (4R,5S,6S)-6-[(1R)-1-hydroxyethyl]-4-methyl-3-[(2S,4S)-1-(4-nitrobenzyloxycarbonyl) -2-{4,5,6,7-tetrahydropyrazolo[1,5-a]pyrimidin-4yl}methylpyrrolidin-4-yl]thio-7-oxo-1-azabicyclo[3.2.0]-hept-2-ene-2-carboxylate (0.78 g) in a mixture of acetone (8 ml) and tetrahydrofuran (16 ml) was added methyl iodide (0.64 ml) with stirring and the mixture was allowed to stand at ambient temperature overnight. The reaction mixture was evaporated in vacuo to give 4-nitrobenzyl (4... As a reaction SMILES: [CH3:20][S:21]([Cl:22])(=[O:23])=[O:24].[Cl:25][CH2:26][Cl:27].[OH:1][c:2]1[cH:3][c:4]([CH2:5][NH:6][C:7]([O:8][C:9]([CH3:10])([CH3:11])[CH3:12])=[O:13])[cH:14][c:15]([CH:17]([CH3:18])[CH3:19])[cH:16]1.[cH:28]1[cH:29][cH:30][n:31][cH:32][cH:33]1>>[O:1]([c:2]1[cH:3][c:4]([CH2:5][NH:6][C:7]([O:8][C:9]([CH3:10])([CH3:11])[CH3:12])=[O:13])[cH:14][c:15]([CH:17]([CH3:18])[CH3:19])[cH:16]1)[S:21]([CH3:20])(=[O:23])=[O:24]. The reactants are CS(=O)(=O)Cl, ClCCl, CC(C)c1cc(O)cc(CNC(=O)OC(C)(C)C)c1, c1ccncc1. The product is CC(C)c1cc(CNC(=O)OC(C)(C)C)cc(OS(C)(=O)=O)c1. The reactants are C([O-])([O-])=O.[K+].[K+] (potassium carbonate), NCC(=O)O (glycine), ClC=1C(=CC2=CC=C(C=C2C1)Cl)S(=O)(=O)Cl (3,6-dichloronaphthalen-2-ylsulfonyl chloride), resultant solution, Cl (hydrochloric acid). Run in O (water), O1CCOCC1 (dioxane). The product is ClC=1C(=CC2=CC=C(C=C2C1)Cl)S(=O)(=O)NCC(=O)O (N-(3,6-dichloronaphthalen-2-ylsulfonyl)glycine). Isolated yield 80.8%. Reaction SMILES: C(=O)([O-])[O-].[K+].[K+].[NH2:7][CH2:8][C:9]([OH:11])=[O:10].[Cl:12][C:13]1[C:14]([S:24](Cl)(=[O:26])=[O:25])=[CH:15][C:16]2[C:21]([CH:22]=1)=[CH:20][C:19]([Cl:23])=[CH:18][CH:17]=2.Cl>O.O1CCOCC1>[Cl:12][C:13]1[C:14]([S:24]([NH:7][CH2:8][C:9]([OH:11])=[O:10])(=[O:26])=[O:25])=[CH:15][C:16]2[C:21]([CH:22]=1)=[CH:20][C:19]([Cl:23])=[CH:18][CH:17]=2 |f:0.1.2|. Reported procedure: To a solution of potassium carbonate (11.7 g) and glycine (6.4 g) in water (140 ml) were added 3,6-dichloronaphthalen-2-ylsulfonyl chloride (20.8 g) and dioxane (50 ml) at room temperature, and the mixture was stirred under reflux for 2 hours. After cooling to room temperature, the resultant solution was acidified with 2N hydrochloric acid to a pH in the range of 1 to 2, and extracted with ethyl acetate. The organic layer was washed with water, then with saturated aqueous NaCl solution, and drie... Starting materials: C1(=CC=CC=C1)[C@H](CC)NC(=O)C1=C(N(C(C2=CC=CC=C12)=O)C1=CC=CC=C1)CBr (3-bromomethyl-1-oxo-2-phenyl-1,2-dihydro-isoquinoline-4-carboxylic acid ((S)-1-phenyl-propyl)-amide), N1C(CCC1)=O (2-pyrrolidinone), C(C)(=O)O (acetic acid). The solvent is O1CCCC1 (tetrahydrofurane). Product: C1(=CC=CC=C1)[C@H](CC)NC(=O)C1=C(N(C(C2=CC=CC=C12)=O)C1=CC=CC=C1)CN1C(CCC1)=O (1-Oxo-3-(2-oxo-pyrrolidin-1-ylmethyl)-2-phenyl-1,2-dihydro-isoquinoline-4-carboxylic acid ((S)-1-phenyl-propyl)-amide). Isolated yield 56.0%. Reaction SMILES: [NH:1]1[CH2:5][CH2:4][CH2:3][C:2]1=[O:6].[C:7]1([C@@H:13]([NH:16][C:17]([C:19]2[C:28]3[C:23](=[CH:24][CH:25]=[CH:26][CH:27]=3)[C:22](=[O:29])[N:21]([C:30]3[CH:35]=[CH:34][CH:33]=[CH:32][CH:31]=3)[C:20]=2[CH2:36]Br)=[O:18])[CH2:14][CH3:15])[CH:12]=[CH:11][CH:10]=[CH:9][CH:8]=1.C(O)(=O)C>O1CCCC1>[C:7]1([C@@H:13]([NH:16][C:17]([C:19]2[C:28]3[C:23](=[CH:24][CH:25]=[CH:26][CH:27]=3)[C:22](=[O:29])[N:21]([C:30]3[CH:35]=[CH:34][CH:33]=[CH:32][CH:31]=3)[C:20]=2[CH2:36][N:1]2[CH2:5][CH2:4][CH2:3][C:2]2=[O:6])=[O:18])[CH2:14][CH3:15])[CH:12]=[CH:11][CH:10]=[CH:9][CH:8]=1. Procedure: To a solution of 2-pyrrolidinone (0.1 ml) in tetrahydrofurane (2 ml) sodium hydride (20 mg, 60% dispersion in mineral oil) was added. The reaction mixture was stirred at ambient temperature until the gas evolution ceased then 3-bromomethyl-1-oxo-2-phenyl-1,2-dihydro-isoquinoline-4-carboxylic acid ((S)-1-phenyl-propyl)-amide (30 mg) was added. After 30 min acetic acid (0.05 ml) was added and volatiles were removed in vacuo. The product was purified by flash chromatography on SiO2 (5 g, 1,2-dichlo...